Task: describe an organic reaction: reactants, conditions, products, and yield. Dataset: the Open Reaction Database (ORD), a public repository of structured organic reaction records Starting materials: aqueous solution, OS(=O)(=O)[O-].[K+] (KHSO4), COC(=O)C1=CC=C(C=C1)C1=CC=C(C=C1)C(CC(C1=CC(=NC=C1)C)=NO)C1=C(C=CC=C1)C (4′-[3-[hydroxyimino]-3-(2-methyl-pyridin-4-yl)-1-o-tolyl-propyl]-biphenyl-4-carboxylic acid methyl ester), CO (methanol), [OH-].[Li+] (lithium hydroxide). Run in C1CCOC1 (THF). Conditions: time 2 hour. Yields the product ON=C(CC(C1=C(C=CC=C1)C)C1=CC=C(C=C1)C1=CC=C(C=C1)C(=O)O)C1=CC(=NC=C1)C (4′-[3-[hydroxyimino]-3-(2-methyl-pyridin-4-yl)-1-o-tolyl-propyl]-biphenyl-4-carboxylic acid). As a reaction SMILES: C[O:2][C:3]([C:5]1[CH:10]=[CH:9][C:8]([C:11]2[CH:16]=[CH:15][C:14]([CH:17]([C:29]3[CH:34]=[CH:33][CH:32]=[CH:31][C:30]=3[CH3:35])[CH2:18][C:19](=[N:27][OH:28])[C:20]3[CH:25]=[CH:24][N:23]=[C:22]([CH3:26])[CH:21]=3)=[CH:13][CH:12]=2)=[CH:7][CH:6]=1)=[O:4].CO.[OH-].[Li+].OS([O-])(=O)=O.[K+]>C1COCC1>[OH:28][N:27]=[C:19]([C:20]1[CH:25]=[CH:24][N:23]=[C:22]([CH3:26])[CH:21]=1)[CH2:18][CH:17]([C:14]1[CH:13]=[CH:12][C:11]([C:8]2[CH:9]=[CH:10][C:5]([C:3]([OH:4])=[O:2])=[CH:6][CH:7]=2)=[CH:16][CH:15]=1)[C:29]1[CH:34]=[CH:33][CH:32]=[CH:31][C:30]=1[CH3:35] |f:2.3,4.5|. Procedure details: To a solution of 4′-[3-[hydroxyimino]-3-(2-methyl-pyridin-4-yl)-1-o-tolyl-propyl]-biphenyl-4-carboxylic acid methyl ester (352 mg) in THF (7.5 mL) was added a drop of methanol and a 1 M aqueous lithium hydroxide solution (7.6 mL) at 0° C. The reaction mixture was stirred at rt for 2 hours. A 1M aqueous solution of KHSO4 (7.5 mL) was added, the phases were separated and an extraction was made with EtOAc and a saturated solution of NH4Cl. The combined organic layers were washed with brine, dried o... Reactants: C(C)O (ethanol), [H][H] (hydrogen), Cl.Cl.C1(=CC=CC=C1)CN1CCC(CC1)N1CCOCC1 (4-[1-(phenylmethyl)-4-piperidinyl]-morpholine-dihydrochloride). Reagents/catalysts: [Pd] (palladium on charcoal). Solvent: O (water), CO (methanol). Run at temperature 60 celsius. The product is Cl.N1CCC(CC1)N1CCOCC1 (4-(4-piperidinyl)-morpholine hydrochloride). Reaction SMILES: [ClH:1].Cl.C1(C[N:10]2[CH2:15][CH2:14][CH:13]([N:16]3[CH2:21][CH2:20][O:19][CH2:18][CH2:17]3)[CH2:12][CH2:11]2)C=CC=CC=1.[H][H].C(O)C>CO.O.[Pd]>[ClH:1].[NH:10]1[CH2:15][CH2:14][CH:13]([N:16]2[CH2:21][CH2:20][O:19][CH2:18][CH2:17]2)[CH2:12][CH2:11]1 |f:0.1.2,8.9|. Reported procedure: 30.00 kg (90.01 mol) 4-[1-(phenylmethyl)-4-piperidinyl]-morpholine-dihydrochloride (M) were dissolved in 67.5 L methanol and 20.0 L water. Then the mixture was hydrogenated at a pressure of 4 bar and an internal temperature of 50° C. in the presence of 1.80 kg palladium on charcoal until no further uptake of hydrogen could be detected. After the reaction had ended the catalyst was filtered off and washed with a mixture of 18.0 L methanol and 2.0 L water. The hydrogenation solution obtained was t...